From a dataset of the Open Reaction Database (ORD), a public repository of structured organic reaction records. describe an organic reaction: reactants, conditions, products, and yield Reported procedure: This was prepared analogously from 4-fluoro-3-nitrobenzoic acid and 3-bromoaniline. RXN SMILES: F[C:2]1[CH:10]=[CH:9][C:5]([C:6]([OH:8])=[O:7])=[CH:4][C:3]=1[N+:11]([O-:13])=[O:12].[Br:14][C:15]1[CH:16]=[C:17]([CH:19]=[CH:20][CH:21]=1)[NH2:18]>>[N+:11]([C:3]1[CH:4]=[C:5]([CH:9]=[CH:10][C:2]=1[NH:18][C:17]1[CH:19]=[CH:20][CH:21]=[C:15]([Br:14])[CH:16]=1)[C:6]([OH:8])=[O:7])([O-:13])=[O:12]. The product is [N+](=O)([O-])C=1C=C(C(=O)O)C=CC1NC1=CC(=CC=C1)Br (3-Nitro-4-(3-bromophenylamino)benzoic acid). The reactants are FC1=C(C=C(C(=O)O)C=C1)[N+](=O)[O-] (4-fluoro-3-nitrobenzoic acid), BrC=1C=C(N)C=CC1 (3-bromoaniline). As a reaction SMILES: [C:1]([O:5][C:6]([NH:8][C@@H:9]([CH2:34][C:35]1[CH:40]=[CH:39][CH:38]=[CH:37][CH:36]=1)[C:10]([NH:12][C@@H:13]([CH2:17][C:18]1[CH:23]=[CH:22][C:21]([O:24][CH2:25][C:26]([O:28]C)=[O:27])=[C:20]([C:30]([O:32]C)=[O:31])[CH:19]=1)[C:14](O)=[O:15])=[O:11])=[O:7])([CH3:4])([CH3:3])[CH3:2].[NH2:41][CH2:42][CH:43]([C:45]1[CH:50]=[CH:49][CH:48]=[C:47]([O:51][C:52]2[CH:57]=[CH:56][CH:55]=[CH:54][CH:53]=2)[CH:46]=1)[OH:44]>>[C:1]([O:5][C:6]([NH:8][C@@H:9]([CH2:34][C:35]1[CH:40]=[CH:39][CH:38]=[CH:37][CH:36]=1)[C:10]([NH:12][C@H:13]([C:14]([NH:41][CH2:42][CH:43]([OH:44])[C:45]1[CH:50]=[CH:49][CH:48]=[C:47]([O:51][C:52]2[CH:57]=[CH:56][CH:55]=[CH:54][CH:53]=2)[CH:46]=1)=[O:15])[CH2:17][C:18]1[CH:23]=[CH:22][C:21]([O:24][CH2:25][C:26]([OH:28])=[O:27])=[C:20]([CH:19]=1)[C:30]([OH:32])=[O:31])=[O:11])=[O:7])([CH3:4])([CH3:2])[CH3:3]. The product is C(C)(C)(C)OC(=O)N[C@H](C(=O)N[C@@H](CC=1C=CC(=C(C(=O)O)C1)OCC(=O)O)C(=O)NCC(C1=CC(=CC=C1)OC1=CC=CC=C1)O)CC1=CC=CC=C1 (5-((2S)-2-({(2S)-2-[(tert-butoxycarbonyl)amino]-3-phenylpropanoyl}amino)-3-{[2-hydroxy-2-(3-phenoxyphenyl)ethyl]amino}-3-oxopropyl)-2-(carboxymethoxy)benzoic Acid). Yield: 21.1%. Reactants: C(C)(C)(C)OC(=O)N[C@H](C(=O)N[C@H](C(=O)O)CC1=CC(=C(C=C1)OCC(=O)OC)C(=O)OC)CC1=CC=CC=C1 ((2S)-2-({(2S)-2-[(tert-butoxycarbonyl)amino]-3-phenylpropanoyl}amino)-3-[3-(methoxycarbonyl)-4-(2-methoxy-2-oxoethoxy)phenyl]propanoic acid), NCC(O)C1=CC(=CC=C1)OC1=CC=CC=C1 (2-amino-1-(3-phenoxyphenyl)-1-ethanol). Procedure: Synthesis was performed from (2S)-2-({(2S)-2-[(tert-butoxycarbonyl)amino]-3-phenylpropanoyl}amino)-3-[3-(methoxycarbonyl)-4-(2-methoxy-2-oxoethoxy)phenyl]propanoic acid (96 mg, 0.16 mmol) and 2-amino-1-(3-phenoxyphenyl)-1-ethanol (45 mg, 0.20 mmol) according to Method C with HPLC purification to give the title compound (25 mg) as a diasteromeric mixture. 1H-NMR (400 MHz, CD3OD) d 7.59 (d, J=1.7 Hz, 1H), 6.87 (dd, J=1.2 Hz, J=8.3 Hz, 1H), 4.66 (m, 3H), 4.55 (t, J=7.0 Hz, 1H), 4.23 (m, 1H), 3.02 (... Reactants: CCOc1cc(N2CCN(CCS(C)(=O)=O)CC2)c(C)cc1N, C[O-], CO, CCOc1ccc(-c2nc3ccccn3c2-c2ccnc(Cl)n2)cc1C(=O)Nc1c(F)cccc1F, OC(F)(F)CF, [Na+], Cc1ccc(S(=O)(=O)O)cc1. Product: CCOc1cc(N2CCN(CCS(C)(=O)=O)CC2)c(C)cc1Nc1nccc(-c2c(-c3ccc(OCC)c(C(=O)Nc4c(F)cccc4F)c3)nc3ccccn23)n1. Reaction SMILES: [CH3:37][c:38]1[c:39]([N:48]2[CH2:49][CH2:50][N:51]([CH2:54][CH2:55][S:56](=[O:57])(=[O:58])[CH3:59])[CH2:52][CH2:53]2)[cH:40][c:41]([O:45][CH2:46][CH3:47])[c:42]([NH2:44])[cH:43]1.[CH3:71][O-:72].[CH3:80][OH:81].[Cl:1][c:2]1[n:3][cH:4][cH:5][c:6](-[c:8]2[c:9](-[c:17]3[cH:18][cH:19][c:20]([O:34][CH2:35][CH3:36])[c:21]([C:22](=[O:23])[NH:24][c:25]4[c:26]([F:32])[cH:27][cH:28][cH:29][c:30]4[F:31])[cH:33]3)[n:10][c:11]3[n:12]2[cH:13][cH:14][cH:15][cH:16]3)[n:7]1.[F:74][CH2:75][C:76]([F:77])([F:78])[OH:79].[Na+:73].[c:60]1([CH3:61])[cH:62][cH:63][c:64]([S:65]([OH:66])(=[O:67])=[O:68])[cH:69][cH:70]1>>[c:2]1([NH:44][c:42]2[c:41]([O:45][CH2:46][CH3:47])[cH:40][c:39]([N:48]3[CH2:49][CH2:50][N:51]([CH2:54][CH2:55][S:56](=[O:57])(=[O:58])[CH3:59])[CH2:52][CH2:53]3)[c:38]([CH3:37])[cH:43]2)[n:3][cH:4][cH:5][c:6](-[c:8]2[c:9](-[c:17]3[cH:18][cH:19][c:20]([O:34][CH2:35][CH3:36])[c:21]([C:22](=[O:23])[NH:24][c:25]4[c:26]([F:32])[cH:27][cH:28][cH:29][c:30]4[F:31])[cH:33]3)[n:10][c:11]3[n:12]2[cH:13][cH:14][cH:15][cH:16]3)[n:7]1. Starting materials: CC(=O)O, Cl, COC(=O)c1ccc(OCCOc2ccc(CC3SC(=O)NC3=O)cc2)cc1. The product is O=C1NC(=O)C(Cc2ccc(OCCOc3ccc(C(=O)O)cc3)cc2)S1. RXN SMILES: [C:30]([OH:31])(=[O:32])[CH3:33].[ClH:29].[O:1]=[C:2]1[S:3][CH:4]([CH2:8][c:9]2[cH:10][cH:11][c:12]([O:13][CH2:14][CH2:15][O:16][c:17]3[cH:18][cH:19][c:20]([C:21](=[O:22])[O:23][CH3:24])[cH:25][cH:26]3)[cH:27][cH:28]2)[C:5](=[O:7])[NH:6]1>>[O:1]=[C:2]1[S:3][CH:4]([CH2:8][c:9]2[cH:10][cH:11][c:12]([O:13][CH2:14][CH2:15][O:16][c:17]3[cH:18][cH:19][c:20]([C:21](=[O:22])[OH:23])[cH:25][cH:26]3)[cH:27][cH:28]2)[C:5](=[O:7])[NH:6]1. Reactants: Cl (HCl), C1(CC1)C1=NN(C(=C1)C1CC1)C1=CC=C(C=N1)NC(CC=1C=C2C=CC=NC2=CC1)=O (N-[6-(3,5-dicyclopropyl-1H-pyrazol-1-yl)pyridin-3-yl]-2-(quinolin-6-yl)acetamide), intermediate 30, intermediate 14. Solvent: C(C)OCC (diethyl ether), C1CCOC1 (THF). Reaction conditions: time 15 minute. Product: Cl.Cl.C1(CC1)C1=NN(C(=C1)C1CC1)C1=CC=C(C=N1)NC(CC=1C=C2C=CC=NC2=CC1)=O (N-[6-(3,5-dicyclopropyl-1H-pyrazol-1-yl)pyridin-3-yl]-2-(quinolin-6-yl)acetamidedihydrochloride). Reaction SMILES: [CH:1]1([C:4]2[CH:8]=[C:7]([CH:9]3[CH2:11][CH2:10]3)[N:6]([C:12]3[N:17]=[CH:16][C:15]([NH:18][C:19](=[O:31])[CH2:20][C:21]4[CH:22]=[C:23]5[C:28](=[CH:29][CH:30]=4)[N:27]=[CH:26][CH:25]=[CH:24]5)=[CH:14][CH:13]=3)[N:5]=2)[CH2:3][CH2:2]1.[ClH:32]>C1COCC1.C(OCC)C>[ClH:32].[ClH:32].[CH:1]1([C:4]2[CH:8]=[C:7]([CH:9]3[CH2:10][CH2:11]3)[N:6]([C:12]3[N:17]=[CH:16][C:15]([NH:18][C:19](=[O:31])[CH2:20][C:21]4[CH:22]=[C:23]5[C:28](=[CH:29][CH:30]=4)[N:27]=[CH:26][CH:25]=[CH:24]5)=[CH:14][CH:13]=3)[N:5]=2)[CH2:3][CH2:2]1 |f:4.5.6|. Procedure details: Following the general procedure-1, N-[6-(3,5-dicyclopropyl-1H-pyrazol-1-yl)pyridin-3-yl]-2-(quinolin-6-yl)acetamide (138 mg) was prepared from intermediate 30 (112 mg, 0.59 mmol) and intermediate 14 (120 mg, 0.49 mmol) as a pale yellow solid and dissolved in THF. Saturated HCl in diethyl ether was added to this solution at 0° C. and stirred for 15 min. Solid that separated out was filtered and dried to give the title compound (34 mg) as an off-white solid. M. P. 62-67° C. 1H-NMR (δ ppm, DMSO-d6,... Reported procedure: A suspension of 0.05 moles of aspartic acid dimethyl ester hydrochloride in 50 ml. of chloroform is cooled to 0°C. and the pH adjusted to 8 by addition of triethylamine. 1-Methylcyclobutyl chloroformate 0.10 moles prepared according to the procedure of Example 1 is added portion-wise at 0°C. and the pH of the reaction is maintained at 8 by addition of triethylamine. Upon completion of the addition, the reaction is stirred overnight at 20°-25°C. The reaction solution is washed successively with 1... Solvent: O (water). The product is CC1(CCC1)OC(=O)N[C@@H](CC(=O)O)C(=O)O (N-(1-methylcyclobutyloxycarbonyl) aspartic acid). Reaction conditions: temperature 25 celsius, time 8 hour. The reactants are COC([C@@H](NC(=O)OC1(CCC1)C)CC(=O)OC)=O (N-(1-methylcyclobutyloxycarbonyl)-aspartic acid dimethyl ester), S(O)(O)(=O)=O (sulfuric acid), CO (methanol), [OH-].[Na+] (sodium hydroxide). RXN SMILES: C[O:2][C:3](=[O:19])[C@H:4]([CH2:14][C:15]([O:17]C)=[O:16])[NH:5][C:6]([O:8][C:9]1([CH3:13])[CH2:12][CH2:11][CH2:10]1)=[O:7].CO.[OH-].[Na+].S(=O)(=O)(O)O>O>[CH3:13][C:9]1([O:8][C:6]([NH:5][C@H:4]([C:3]([OH:19])=[O:2])[CH2:14][C:15]([OH:17])=[O:16])=[O:7])[CH2:12][CH2:11][CH2:10]1 |f:2.3|. Reactants: Cl.ClC=1N=C(NC1CC)C(=O)N[C@@H]1[C@@H](CNCC1)OC (cis(±)-4-Chloro-5-ethyl-N-(3-methoxypiperidin-4-yl)-1H-imidazole-2-carboxamide hydrochloride), FC1=NC=CC(=C1)C(=O)OCC (ethyl 2-fluoropyridine-4-carboxylate), C(C)(C)N(CC)C(C)C (diisopropylethylamine). Product: ClC=1N=C(NC1CC)C(=O)N[C@@H]1[C@@H](CN(CC1)C1=NC=CC(=C1)C(=O)OCC)OC (Ethyl cis(±)-2-(4-{[(4-chloro-5-ethyl-1H-imidazol-2-yl)carbonyl]amino}-3-methoxypiperidin-1-yl)pyridine-4-carboxylate). Yield: 29.2%. As a reaction SMILES: Cl.[Cl:2][C:3]1[N:4]=[C:5]([C:10]([NH:12][C@H:13]2[CH2:18][CH2:17][NH:16][CH2:15][C@H:14]2[O:19][CH3:20])=[O:11])[NH:6][C:7]=1[CH2:8][CH3:9].F[C:22]1[CH:27]=[C:26]([C:28]([O:30][CH2:31][CH3:32])=[O:29])[CH:25]=[CH:24][N:23]=1.C(N(C(C)C)CC)(C)C>>[Cl:2][C:3]1[N:4]=[C:5]([C:10]([NH:12][C@H:13]2[CH2:18][CH2:17][N:16]([C:22]3[CH:27]=[C:26]([C:28]([O:30][CH2:31][CH3:32])=[O:29])[CH:25]=[CH:24][N:23]=3)[CH2:15][C@H:14]2[O:19][CH3:20])=[O:11])[NH:6][C:7]=1[CH2:8][CH3:9] |f:0.1|. Reported procedure: The same operation as in Example (158a) was performed using cis(±)-4-chloro-5-ethyl-N-(3-methoxypiperidin-4-yl)-1H-imidazole-2-carboxamide hydrochloride obtained in Example (159a) (38.22 mg, 0.12 mmol), ethyl 2-fluoropyridine-4-carboxylate (20 mg, 0.12 mmol) (reference: Journal of Medicinal Chemistry; English; 33; 6; 1990; 1667-1675) and diisopropylethylamine (45.85 mg, 0.35 mmol), to obtain 15.3 mg of the title compound as a yellow oily substance (30%).